Task: describe an organic reaction: reactants, conditions, products, and yield. Dataset: the Open Reaction Database (ORD), a public repository of structured organic reaction records Product: FC(OC=1C=C(C(=O)OC)C=CC1[N+](=O)[O-])F (methyl 3-(difluoromethoxy)-4-nitrobenzoate). Starting materials: COC(C1=CC(=C(C=C1)[N+](=O)[O-])O)=O (methyl-3-hydroxy-4-nitrobenzoate), C([O-])([O-])=O.[Cs+].[Cs+] (cesium carbonate), FC(I)F (difluoroiodomethane). Reaction SMILES: [CH3:1][O:2][C:3](=[O:14])[C:4]1[CH:9]=[CH:8][C:7]([N+:10]([O-:12])=[O:11])=[C:6]([OH:13])[CH:5]=1.C(=O)([O-])[O-].[Cs+].[Cs+].[F:21][CH:22]([F:24])I>CN(C=O)C>[F:21][CH:22]([F:24])[O:13][C:6]1[CH:5]=[C:4]([CH:9]=[CH:8][C:7]=1[N+:10]([O-:12])=[O:11])[C:3]([O:2][CH3:1])=[O:14] |f:1.2.3|. Run in CN(C)C=O (DMF). Reported procedure: To a cooled solution of 1 g of methyl-3-hydroxy-4-nitrobenzoate, 3.31 g of cesium carbonate in 20 mL of DMF, was carefully added 1.5 equivalents of difluoroiodomethane. The reaction was allowed to warm to room temperature and followed by TLC. Upon completion of the reaction, the mixture was concentrated and purified by silica get chromatography to give 1.2 g of methyl 3-(difluoromethoxy)-4-nitrobenzoate.